This data is from the Open Reaction Database (ORD), a public repository of structured organic reaction records. The task is: describe an organic reaction: reactants, conditions, products, and yield Reactants: C(=C)C1=C(C=CC=C1)C=C (DVB), C(=CC1=CC=CC=C1)S(=O)(=O)[O-].[Na] (styrenesulfonate sodium), C(CCC)OC(C=C)=O (butylacrylate), C(=C)C1=C(C=CC=C1)C=C (divinylbenzene), CC1(CCCC(N1[O])(C)C)C (TEMPO), S(=O)(=O)([O-])OOS(=O)(=O)[O-].[K+].[K+] (potassium persulfate), S([O-])(O)=O.[Na+] (sodium bisulfite). Run in O (water), C(CO)O (ethylene glycol). Conditions: temperature 80 celsius, time 40 minute. Yields the product C(CCC)OC(C=C)=O.C(=CC1=CC=CC=C1)S(=O)(=O)[O-].[Na] (butylacrylate styrene sulfonate sodium). As a reaction SMILES: C(C1C=CC=CC=1C=C)=C.[CH:11]([S:19]([O-:22])(=[O:21])=[O:20])=[CH:12][C:13]1[CH:18]=[CH:17][CH:16]=[CH:15][CH:14]=1.[Na:23].[CH2:24]([O:28][C:29](=[O:32])[CH:30]=[CH2:31])[CH2:25][CH2:26][CH3:27].CC1(C)N([O])C(C)(C)CCC1.S(OOS([O-])(=O)=O)([O-])(=O)=O.[K+].[K+].S(=O)(O)[O-].[Na+]>O.C(O)CO>[CH2:24]([O:28][C:29](=[O:32])[CH:30]=[CH2:31])[CH2:25][CH2:26][CH3:27].[CH:11]([S:19]([O-:22])(=[O:20])=[O:21])=[CH:12][C:13]1[CH:18]=[CH:17][CH:16]=[CH:15][CH:14]=1.[Na:23] |f:1.2,5.6.7,8.9,12.13.14,^1:22,36,86|. Procedure details: 0.5 molar ratio of SS-Na:DVB To a round bottom flask is added styrenesulfonate-sodium salt (SS-Na, 10 g, 0.0487 mole), butylacrylate (6.24, 0.0487 mole), divinylbenzene (DVB, 3.17 g, 0.02435 mole), and TEMPO (0.53 g, 0.00341 mole). To this is added ethylene glycol (24 mL) and water (16 mL) and heated to 80° C. Then a redox initiator system, potassium persulfate (0.51 g, 0.00189 mole) and sodium bisulfite (0.25 g), is added. After 40 minutes, the heterogeneous solution is heated to reflux. After ... Reactants: CCOC(=O)N1CCC(C(=O)O)C1, ClCCl, O=S(Cl)Cl. Product: CCOC(=O)N1CCC(C(=O)Cl)C1. As a reaction SMILES: [CH2:1]([CH3:2])[O:3][C:4](=[O:5])[N:6]1[CH2:7][CH:8]([C:11](=[O:12])[OH:13])[CH2:9][CH2:10]1.[Cl:18][CH2:19][Cl:20].[S:14]([Cl:15])([Cl:16])=[O:17]>>[CH2:1]([CH3:2])[O:3][C:4](=[O:5])[N:6]1[CH2:7][CH:8]([C:11](=[O:13])[Cl:16])[CH2:9][CH2:10]1. Reactants: C1COCCO1, COC(=O)c1ccc(-c2ccc(OC)c(-c3ccc(C(F)(F)F)cc3CN3C(=O)OC(c4ccnc(C)c4)C3C)c2)c(C)c1, Cl, [Li+], [OH-], O. Product: COc1ccc(-c2ccc(C(=O)O)cc2C)cc1-c1ccc(C(F)(F)F)cc1CN1C(=O)OC(c2ccnc(C)c2)C1C. Reaction SMILES: [CH2:48]1[O:49][CH2:50][CH2:51][O:52][CH2:53]1.[CH3:1][O:2][c:3]1[c:4](-[c:20]2[c:21]([CH2:30][N:31]3[C:32](=[O:44])[O:33][CH:34]([c:37]4[cH:38][c:39]([CH3:43])[n:40][cH:41][cH:42]4)[CH:35]3[CH3:36])[cH:22][c:23]([C:26]([F:27])([F:28])[F:29])[cH:24][cH:25]2)[cH:5][c:6](-[c:9]2[c:10]([CH3:19])[cH:11][c:12]([C:15](=[O:16])[O:17][CH3:18])[cH:13][cH:14]2)[cH:7][cH:8]1.[ClH:47].[Li+:46].[OH-:45].[OH2:54]>>[CH3:1][O:2][c:3]1[c:4](-[c:20]2[c:21]([CH2:30][N:31]3[C:32](=[O:44])[O:33][CH:34]([c:37]4[cH:38][c:39]([CH3:43])[n:40][cH:41][cH:42]4)[CH:35]3[CH3:36])[cH:22][c:23]([C:26]([F:27])([F:28])[F:29])[cH:24][cH:25]2)[cH:5][c:6](-[c:9]2[c:10]([CH3:19])[cH:11][c:12]([C:15](=[O:16])[OH:17])[cH:13][cH:14]2)[cH:7][cH:8]1. Reactants: S1C(=CC=C1)C1=NC2=CC=CC(=C2N=C1C=1SC=CC1)[N+](=O)[O-] (2,3-dithienyl-5-nitroquinoxaline). Run in O1CCOCC1 (dioxane). Product: S1C(=CC=C1)C1=NC2=CC=CC(=C2N=C1C=1SC=CC1)N (2,3-dithienyl-5-aminoquinoxaline). RXN SMILES: [S:1]1[CH:5]=[CH:4][CH:3]=[C:2]1[C:6]1[C:15]([C:16]2[S:17][CH:18]=[CH:19][CH:20]=2)=[N:14][C:13]2[C:8](=[CH:9][CH:10]=[CH:11][C:12]=2[N+:21]([O-])=O)[N:7]=1>O1CCOCC1>[S:1]1[CH:5]=[CH:4][CH:3]=[C:2]1[C:6]1[C:15]([C:16]2[S:17][CH:18]=[CH:19][CH:20]=2)=[N:14][C:13]2[C:8](=[CH:9][CH:10]=[CH:11][C:12]=2[NH2:21])[N:7]=1. Reported procedure: 1.01 g (3.0 mmol) of 2,3-dithienyl-5-nitroquinoxaline was dissolved in 30 g of dioxane and the system was fully purged with argon. Thereafter, 0.3 g of 5% Pd/C (hydrous) was added, followed by purging satisfactorily with argon again. This system was purged with a hydrogen gas and reacted at room temperature for 24 hours. After completion of the reaction, the system was filtered. The resulting filtration residue was washed with acetone and then with dioxane, and was filtered again. The solvent wa... Reactants: Br, CCCN1CC(c2cccc(OC)c2)CC1C, [Na+], [Na+], O=C([O-])[O-]. The product is CCCN1CC(c2cccc(O)c2)CC1C. RXN SMILES: [BrH:24].[CH3:1][CH:2]1[N:3]([CH2:15][CH2:16][CH3:17])[CH2:4][CH:5]([c:7]2[cH:8][c:9]([O:13][CH3:14])[cH:10][cH:11][cH:12]2)[CH2:6]1.[Na+:18].[Na+:19].[O-:20][C:21](=[O:22])[O-:23]>>[CH3:1][CH:2]1[N:3]([CH2:15][CH2:16][CH3:17])[CH2:4][CH:5]([c:7]2[cH:8][c:9]([OH:13])[cH:10][cH:11][cH:12]2)[CH2:6]1. Starting materials: C1(CCCCC1)C(C=1OC(=CC1C)C1=CC=C(C=C1)C(F)(F)F)NC1=CC=C(C(=O)O)C=C1 (4-[(cyclohexyl{3-methyl-5-[4-(trifluoromethyl)phenyl]furan-2-yl}methyl)amino]benzoic acid), Cl.NCCC(=O)OCC (ethyl β-alaninate hydrochloride), CNCCC(=O)OCC (ethyl 3-(methylamino)propanoate), Cl.C(C)N=C=NCCCN(C)C (1-ethyl-3-(3-dimethylaminopropyl)carbodiimide hydrochloride), O.OC1=CC=CC=2NN=NC21 (hydroxybenzotriazole monohydrate). The solvent is C(C)(=O)OCC (Ethyl acetate), CN(C=O)C (N,N-dimethylformamide), C(C)N(CC)CC (triethylamine). Run at time 1 hour. Product: C1(CCCCC1)C(C=1OC(=CC1C)C1=CC=C(C=C1)C(F)(F)F)NC1=CC=C(C=C1)C(=O)N(CCC(=O)O)C (3-[({4-[(cyclohexyl{3-methyl-5-[4-(trifluoromethyl)phenyl]furan-2-yl}methyl)amino]phenyl}carbonyl)(methyl)amino]propanoic acid). The yield is 74.2%. Reaction SMILES: [CH:1]1([CH:7]([NH:24][C:25]2[CH:33]=[CH:32][C:28]([C:29](O)=[O:30])=[CH:27][CH:26]=2)[C:8]2[O:9][C:10]([C:14]3[CH:19]=[CH:18][C:17]([C:20]([F:23])([F:22])[F:21])=[CH:16][CH:15]=3)=[CH:11][C:12]=2[CH3:13])[CH2:6][CH2:5][CH2:4][CH2:3][CH2:2]1.Cl.NCCC(OCC)=O.[CH3:43][NH:44][CH2:45][CH2:46][C:47]([O:49]CC)=[O:48].Cl.C(N=C=NCCCN(C)C)C.O.OC1C2N=NNC=2C=CC=1>CN(C)C=O.C(OCC)(=O)C.C(N(CC)CC)C>[CH:1]1([CH:7]([NH:24][C:25]2[CH:33]=[CH:32][C:28]([C:29]([N:44]([CH3:43])[CH2:45][CH2:46][C:47]([OH:49])=[O:48])=[O:30])=[CH:27][CH:26]=2)[C:8]2[O:9][C:10]([C:14]3[CH:19]=[CH:18][C:17]([C:20]([F:22])([F:21])[F:23])=[CH:16][CH:15]=3)=[CH:11][C:12]=2[CH3:13])[CH2:6][CH2:5][CH2:4][CH2:3][CH2:2]1 |f:1.2,4.5,6.7|. Reported procedure: A solution of 4-[(cyclohexyl{3-methyl-5-[4-(trifluoromethyl)phenyl]furan-2-yl}methyl)amino]benzoic acid (92 mg), ethyl β-alaninate hydrochloride (37 mg), ethyl 3-(methylamino)propanoate (31 mg), 1-ethyl-3-(3-dimethylaminopropyl)carbodiimide hydrochloride (46 mg), hydroxybenzotriazole monohydrate (37 mg) and triethylamine (33 μL) in N,N-dimethylformamide (10 mL) was stirred at room temperature for 4 hr. Ethyl acetate was added, the mixture was washed with saturated aqueous sodium hydrogen carbona...